From a dataset of the Open Reaction Database (ORD), a public repository of structured organic reaction records. describe an organic reaction: reactants, conditions, products, and yield Starting materials: BrCCC1CCCC1, CC(C)O, [Na+], [OH-], O, O=S(=O)(O)c1ccc(O)cc1. The product is [Na+], O=S(=O)([O-])c1ccc(OCCC2CCCC2)cc1. RXN SMILES: [Br:14][CH2:15][CH2:16][CH:17]1[CH2:18][CH2:19][CH2:20][CH2:21]1.[CH:23]([OH:24])([CH3:25])[CH3:26].[Na+:13].[OH-:12].[OH2:22].[OH:1][c:2]1[cH:3][cH:4][c:5]([S:8]([OH:9])(=[O:10])=[O:11])[cH:6][cH:7]1>>[Na+:13].[O:1]([c:2]1[cH:3][cH:4][c:5]([S:8]([O-:9])(=[O:10])=[O:11])[cH:6][cH:7]1)[CH2:15][CH2:16][CH:17]1[CH2:18][CH2:19][CH2:20][CH2:21]1. The reactants are C(#N)[BH3-].[Na+] (sodium cyanoborohydride), C([O-])(O)=O.[Na+] (sodium bicarbonate), C(C1=CC=CC=C1)N (Benzylamine), C(C)(=O)O (acetic acid), C(C1=CC=CC=C1)OCC1(CC2(CC(C2)=O)C1)COCC1=CC=CC=C1 (6,6-Bis[(benzyloxy)methyl]spiro[3.3]heptan-2-one). Run in ClCCl (dichloromethane). Run at time 10 minute. The product is C(C1=CC=CC=C1)NC1CC2(C1)CC(C2)(COCC2=CC=CC=C2)COCC2=CC=CC=C2 (N-Benzyl-6,6-bis[(benzyloxy)methyl]spiro[3.3]heptan-2-amine). The yield is 59.3%. As a reaction SMILES: [CH2:1]([NH2:8])[C:2]1[CH:7]=[CH:6][CH:5]=[CH:4][CH:3]=1.C(O)(=O)C.[CH2:13]([O:20][CH2:21][C:22]1([CH2:30][O:31][CH2:32][C:33]2[CH:38]=[CH:37][CH:36]=[CH:35][CH:34]=2)[CH2:29][C:24]2([CH2:27][C:26](=O)[CH2:25]2)[CH2:23]1)[C:14]1[CH:19]=[CH:18][CH:17]=[CH:16][CH:15]=1.C([BH3-])#N.[Na+].C(=O)(O)[O-].[Na+]>ClCCl>[CH2:1]([NH:8][CH:26]1[CH2:27][C:24]2([CH2:29][C:22]([CH2:30][O:31][CH2:32][C:33]3[CH:34]=[CH:35][CH:36]=[CH:37][CH:38]=3)([CH2:21][O:20][CH2:13][C:14]3[CH:19]=[CH:18][CH:17]=[CH:16][CH:15]=3)[CH2:23]2)[CH2:25]1)[C:2]1[CH:7]=[CH:6][CH:5]=[CH:4][CH:3]=1 |f:3.4,5.6|. Procedure details: Benzylamine (1.06 ml, 9.70 mmol) and acetic acid (0.56 ml, 9.70 mmol) were added to a dichloromethane (50 ml) solution of the compound (1.70 g, 4.85 mmol) obtained in Step 3 above, the resulting mixture was stirred for 10 minutes under ice cooling and then sodium cyanoborohydride (610 mg, 9.70 mmol) was added to the reaction mixture. After stirring at room temperature for 24 hours, saturated sodium bicarbonate solution was added to the reaction mixture, followed by extraction with ethyl acetate.... The reactants are C(CC(=O)OCC)(=O)OCC (Diethyl malonate), [Na] (Sodium), C(C(C)=C)Cl (Methallyl chloride). Solvent: C(C)O (ethanol). Conditions: time 2 hour. The product is CC(CC(C(=O)OCC)C(=O)OCC)=C (diethyl 2-methyl-prop-2-enylmalonate). As a reaction SMILES: [Na].[C:2]([O:10][CH2:11][CH3:12])(=[O:9])[CH2:3][C:4]([O:6][CH2:7][CH3:8])=[O:5].[CH2:13](Cl)[C:14](=[CH2:16])[CH3:15]>C(O)C>[CH3:15][C:14](=[CH2:13])[CH2:16][CH:3]([C:4]([O:6][CH2:7][CH3:8])=[O:5])[C:2]([O:10][CH2:11][CH3:12])=[O:9] |^1:0|. Procedure: Sodium (5.08 g.) was dissolved in dry ethanol (300 ml.). Diethyl malonate (35 g.) was added and the mixture was stirred for 2 hours. Methallyl chloride (20 g.) was added and the mixture was refluxed with stirring for 4 hours. The mixture was cooled, the solid filtered off and the solvent was removed in vacuo. 2N Hydrochloric acid solution was added and the mixture was extracted with diethyl ether. The ethereal extracts were washed with sodium hydrogen carbonate solution, water and then dried ove... Reactants: ClC=1N=C(C2=C(N1)SC(=N2)I)N2CCOCC2 (4-(5-chloro-2-iodothiazolo[5,4-d]pyrimidin-7-yl)morpholine), CS(=O)(=O)NCC=1C=C(C=CC1)B(O)O (3-((methylsulfonylamino)methyl)phenylboronic acid). Yields the product ClC=1N=C(C2=C(N1)SC(=N2)C=2C=C(C=CC2)CNS(=O)(=O)C)N2CCOCC2 ((3-(5-chloro-7-morpholinothiazolo[5,4-d]pyrimidin-2-yl)phenyl)-N-methylsulfonylmethanamine). RXN SMILES: [Cl:1][C:2]1[N:3]=[C:4]([N:12]2[CH2:17][CH2:16][O:15][CH2:14][CH2:13]2)[C:5]2[N:10]=[C:9](I)[S:8][C:6]=2[N:7]=1.[CH3:18][S:19]([NH:22][CH2:23][C:24]1[CH:25]=[C:26](B(O)O)[CH:27]=[CH:28][CH:29]=1)(=[O:21])=[O:20]>>[Cl:1][C:2]1[N:3]=[C:4]([N:12]2[CH2:17][CH2:16][O:15][CH2:14][CH2:13]2)[C:5]2[N:10]=[C:9]([C:28]3[CH:29]=[C:24]([CH2:23][NH:22][S:19]([CH3:18])(=[O:20])=[O:21])[CH:25]=[CH:26][CH:27]=3)[S:8][C:6]=2[N:7]=1. Reported procedure: 4-(5-Chloro-2-iodothiazolo[5,4-d]pyrimidin-7-yl)morpholine 18 was reacted with 3-((methylsulfonylamino)methyl)phenylboronic acid via General Procedure A to give crude (3-(5-chloro-7-morpholinothiazolo[5,4-d]pyrimidin-2-yl)phenyl)-N-methylsulfonylmethanamine, which was then reacted with 5-(4,4,5,5-tetramethyl-1,3,2-dioxaborolan-2-yl)pyrimidin-2-amine via General Procedure A again to give 126 after purification by reverse HPLC. MS (Q1) 499 (M+) Starting materials: COC(CC1=CC=C(C=C1)CBr)=O ((4-bromomethyl-phenyl)-acetic acid methyl ester), C([O-])([O-])=O.[Ca+2] (calcium carbonate), O (H2O). Solvent: O1CCOCC1 (dioxane). The product is COC(CC1=CC=C(C=C1)CO)=O ((4-hydroxymethyl-phenyl)-acetic acid methyl ester). As a reaction SMILES: [CH3:1][O:2][C:3](=[O:13])[CH2:4][C:5]1[CH:10]=[CH:9][C:8]([CH2:11]Br)=[CH:7][CH:6]=1.C(=O)([O-])[O-:15].[Ca+2].O>O1CCOCC1>[CH3:1][O:2][C:3](=[O:13])[CH2:4][C:5]1[CH:10]=[CH:9][C:8]([CH2:11][OH:15])=[CH:7][CH:6]=1 |f:1.2|. Reported procedure: To a stirring solution of 15 in dioxane (0.4 M) at room temperature under nitrogen was added calcium carbonate (5.5 eq) and H2O (0.8 M). The reaction was refluxed overnight then vacuum filtered. The dioxane was removed under reduced pressure. The reaction mixture was diluted with H2O then extracted with dichloromethane (3×). The organic phases were combined, dried over sodium sulfate, filtered and concentrated in vacuo to afford the product. (77%) 1H NMR (400 MHz, CDCl3) δ 7.33 (d, 2H), 7.27 (d,... The reactants are Cl (HCl), NCC1=CC=C(C(=O)NC2=CC(=C(C=C2)Cl)C2=NC=CC=C2)C=C1 (4-(aminomethyl)-N-(4-chloro-3-(pyridin-2-yl)phenyl)benzamide), N1=C(C=CC=C1)C(=O)O (picolinic acid). Yields the product ClC1=C(C=C(C=C1)NC(=O)C1=CC=C(CNC(C2=NC=CC=C2)=O)C=C1)C1=NC=CC=C1 (N-(4-(4-chloro-3-(pyridin-2-yl)phenylcarbamoyl)benzyl)picolinamide). RXN SMILES: Cl.[NH2:2][CH2:3][C:4]1[CH:25]=[CH:24][C:7]([C:8]([NH:10][C:11]2[CH:16]=[CH:15][C:14]([Cl:17])=[C:13]([C:18]3[CH:23]=[CH:22][CH:21]=[CH:20][N:19]=3)[CH:12]=2)=[O:9])=[CH:6][CH:5]=1.[N:26]1[CH:31]=[CH:30][CH:29]=[CH:28][C:27]=1[C:32](O)=[O:33]>>[Cl:17][C:14]1[CH:15]=[CH:16][C:11]([NH:10][C:8]([C:7]2[CH:6]=[CH:5][C:4]([CH2:3][NH:2][C:32](=[O:33])[C:27]3[CH:28]=[CH:29][CH:30]=[CH:31][N:26]=3)=[CH:25][CH:24]=2)=[O:9])=[CH:12][C:13]=1[C:18]1[CH:23]=[CH:22][CH:21]=[CH:20][N:19]=1. Reported procedure: mg of 4-chloro-3-(pyridin-2-yl)aniline was coupled to 4-((tert-butoxycarbonylamino)methyl)benzoic acid via Procedure G to yield tert-butyl 4-(4-chloro-3-(pyridin-2-yl)phenylcarbamoyl)benzylcarbamate. Tert-butyl 4-(4-chloro-3-(pyridin-2-yl)phenylcarbamoyl)benzylcarbamate was subsequently treated with 4N HCl in Dioxane to remove the Boc protecting group and form the HCl salt of 4-(aminomethyl)-N-(4-chloro-3-(pyridin-2-yl)phenyl)benzamide. 50 mg of the crude HCl salt of 4-(aminomethyl)-N-(4-chloro-... The reactants are [Br-].C(=O)(O)CCCC[P+](C1=CC=CC=C1)(C1=CC=CC=C1)C1=CC=CC=C1 ((4-carboxybutyl)triphenyl phosphonium bromide), [N+](=O)([O-])C1=C(C=O)C=CC=C1 (o-nitrobenzaldehyde), Cl (hydrochloric acid), [OH-].[Na+] (sodium hydroxide). The solvent is CS(=O)C (dimethylsulfoxide), CS(=O)C (dimethylsulfoxide), CS(=O)C (dimethylsulfoxide). Reaction conditions: time 1 hour. Product: [N+](=O)([O-])C1=C(C=CC=C1)C=CCCCC(=O)O (6-(o-nitrophenyl)-5-hexenic acid). RXN SMILES: [OH-].[Na+].[Br-].[C:4]([CH2:7][CH2:8][CH2:9][CH2:10][P+](C1C=CC=CC=1)(C1C=CC=CC=1)C1C=CC=CC=1)([OH:6])=[O:5].[N+:30]([C:33]1[CH:40]=[CH:39][CH:38]=[CH:37][C:34]=1[CH:35]=O)([O-:32])=[O:31].Cl>CS(C)=O>[N+:30]([C:33]1[CH:40]=[CH:39][CH:38]=[CH:37][C:34]=1[CH:35]=[CH:10][CH2:9][CH2:8][CH2:7][C:4]([OH:6])=[O:5])([O-:32])=[O:31] |f:0.1,2.3|. Reported procedure: A mixture Of 1.6 g of sodium hydroxide (60%, oil) in 60 ml of dimethylsulfoxide was stirred at 55°~60° C. for 1 hour. After lowering to room temperature, a solution of 9 g of (4-carboxybutyl)triphenyl phosphonium bromide in 20 ml of dimethylsulfoxide was added to the mixture. After stirring at room temperature for 30 minutes, a solution of 3 g of o-nitrobenzaldehyde in 10 ml of dimethylsulfoxide was added thereto. The mixture was stirred at room temperature for 2 hours. The reaction mixture was ... The solvent is FC(C(=O)O)(F)F (trifluoroacetic acid). The product is CN1N=CC(=C1)C1=CN(C=2N=CN=C(C21)N2CCOCC2)CO ([5-(1-methyl-1H-pyrazol-4-yl)-4-(morpholin-4-yl)-7H-pyrrolo[2,3-d]pyrimidin-7-yl]methanol). RXN SMILES: [CH3:1][N:2]1[CH:6]=[C:5]([C:7]2[C:15]3[C:14]([N:16]4[CH2:21][CH2:20][O:19][CH2:18][CH2:17]4)=[N:13][CH:12]=[N:11][C:10]=3[N:9]([CH2:22][O:23]CC[Si](C)(C)C)[CH:8]=2)[CH:4]=[N:3]1>FC(F)(F)C(O)=O>[CH3:1][N:2]1[CH:6]=[C:5]([C:7]2[C:15]3[C:14]([N:16]4[CH2:17][CH2:18][O:19][CH2:20][CH2:21]4)=[N:13][CH:12]=[N:11][C:10]=3[N:9]([CH2:22][OH:23])[CH:8]=2)[CH:4]=[N:3]1. Starting materials: CN1N=CC(=C1)C1=CN(C=2N=CN=C(C21)N2CCOCC2)COCC[Si](C)(C)C (5-(1-methyl-1H-pyrazol-4-yl)-4-(morpholin-4-yl)-7-{[2-(trimethylsilyl)ethoxy]methyl}-7H-pyrrolo[2,3-d]pyrimidine). Reported procedure: A solution of 5-(1-methyl-1H-pyrazol-4-yl)-4-(morpholin-4-yl)-7-{[2-(trimethylsilyl)ethoxy]methyl}-7H-pyrrolo[2,3-d]pyrimidine (C4) (200 mg, 0.48 mmol) in trifluoroacetic acid (5 mL) was stirred at room temperature for 2 hours. The reaction mixture was concentrated under reduced pressure to afford the product as a yellow oil, which was used for the next step without additional purification. Reactants: CS(=O)(=O)Cl, ClCCl, [Na+], O=C([O-])O, CN(C)C=O, O=C(C=Cc1ccc(C=CC(=O)c2cccc(CO)c2)cc1)NOC1CCCCO1. Product: CS(=O)(=O)OCc1cccc(C(=O)C=Cc2ccc(C=CC(=O)NOC3CCCCO3)cc2)c1. As a reaction SMILES: [CH3:1][S:2]([Cl:3])(=[O:4])=[O:5].[Cl:41][CH2:42][Cl:43].[Na+:40].[O-:36][C:37]([OH:38])=[O:39].[O:44]=[CH:45][N:46]([CH3:47])[CH3:48].[OH:6][CH2:7][c:8]1[cH:9][c:10]([C:14]([CH:15]=[CH:16][c:17]2[cH:18][cH:19][c:20]([CH:23]=[CH:24][C:25](=[O:26])[NH:27][O:28][CH:29]3[O:30][CH2:31][CH2:32][CH2:33][CH2:34]3)[cH:21][cH:22]2)=[O:35])[cH:11][cH:12][cH:13]1>>[CH3:1][S:2](=[O:4])(=[O:5])[O:6][CH2:7][c:8]1[cH:9][c:10]([C:14]([CH:15]=[CH:16][c:17]2[cH:18][cH:19][c:20]([CH:23]=[CH:24][C:25](=[O:26])[NH:27][O:28][CH:29]3[O:30][CH2:31][CH2:32][CH2:33][CH2:34]3)[cH:21][cH:22]2)=[O:35])[cH:11][cH:12][cH:13]1.